Dataset: the Open Reaction Database (ORD), a public repository of structured organic reaction records. Task: describe an organic reaction: reactants, conditions, products, and yield Reaction SMILES: [Br:1][c:2]1[n:3][cH:4][c:5]([NH:8][C:9]([CH:10]([CH2:11][CH:12]2[CH2:13][C:14](=[O:17])[CH2:15][CH2:16]2)[c:18]2[cH:19][c:20]([Cl:28])[c:21]([S:24](=[O:25])(=[O:26])[CH3:27])[cH:22][cH:23]2)=[O:29])[n:6][cH:7]1.[CH3:33][OH:34].[ClH:30].[NH2:31][OH:32].[cH:35]1[cH:36][cH:37][n:38][cH:39][cH:40]1>>[Br:1][c:2]1[n:3][cH:4][c:5]([NH:8][C:9]([CH:10]([CH2:11][CH:12]2[CH2:13][C:14](=[N:31][OH:32])[CH2:15][CH2:16]2)[c:18]2[cH:19][c:20]([Cl:28])[c:21]([S:24](=[O:25])(=[O:26])[CH3:27])[cH:22][cH:23]2)=[O:29])[n:6][cH:7]1. The reactants are CS(=O)(=O)c1ccc(C(CC2CCC(=O)C2)C(=O)Nc2cnc(Br)cn2)cc1Cl, CO, Cl, NO, c1ccncc1. The product is CS(=O)(=O)c1ccc(C(CC2CCC(=NO)C2)C(=O)Nc2cnc(Br)cn2)cc1Cl.